Dataset: the Open Reaction Database (ORD), a public repository of structured organic reaction records. Task: describe an organic reaction: reactants, conditions, products, and yield Starting materials: O=C([O-])[O-], C1CCOC1, COc1cc(OC)c2c(=O)[nH]c(-c3ccc(NC(=O)COC(C)=O)cc3)nc2c1, CO, CO, [K+], [K+]. Product: COc1cc(OC)c2c(=O)[nH]c(-c3ccc(NC(=O)CO)cc3)nc2c1. As a reaction SMILES: [C:30](=[O:31])([O-:32])[O-:33].[CH2:38]1[O:39][CH2:40][CH2:41][CH2:42]1.[CH3:1][O:2][c:3]1[c:4]2[c:5](=[O:29])[nH:6][c:7](-[c:15]3[cH:16][cH:17][c:18]([NH:21][C:22](=[O:23])[CH2:24][O:25][C:26](=[O:27])[CH3:28])[cH:19][cH:20]3)[n:8][c:9]2[cH:10][c:11]([O:13][CH3:14])[cH:12]1.[CH3:36][OH:37].[CH3:43][OH:44].[K+:34].[K+:35]>>[CH3:1][O:2][c:3]1[c:4]2[c:5](=[O:29])[nH:6][c:7](-[c:15]3[cH:16][cH:17][c:18]([NH:21][C:22](=[O:23])[CH2:24][OH:25])[cH:19][cH:20]3)[n:8][c:9]2[cH:10][c:11]([O:13][CH3:14])[cH:12]1. Reactants: C=O (formaldehyde), CNC (dimethylamine), ClC1=C(COC=2C=3N(C=CC2)C=C(N3)C)C=CC=C1 (8-(2-chlorobenzyloxy)-2-methylimidazo[1,2-a]pyridine). Run in C(C)(=O)O (acetic acid). Conditions: time 10 minute. Yields the product ClC1=C(COC=2C=3N(C=CC2)C(=C(N3)C)CN(C)C)C=CC=C1 (8-(2-chlorobenzyloxy)-3-dimethylaminomethyl-2-methylimidazo[1,2-a]pyridine). Isolated yield 85.4%. RXN SMILES: [CH2:1]=O.[CH3:3][NH:4][CH3:5].[Cl:6][C:7]1[CH:24]=[CH:23][CH:22]=[CH:21][C:8]=1[CH2:9][O:10][C:11]1[C:12]2[N:13]([CH:17]=[C:18]([CH3:20])[N:19]=2)[CH:14]=[CH:15][CH:16]=1>C(O)(=O)C>[Cl:6][C:7]1[CH:24]=[CH:23][CH:22]=[CH:21][C:8]=1[CH2:9][O:10][C:11]1[C:12]2[N:13]([C:17]([CH2:3][N:4]([CH3:1])[CH3:5])=[C:18]([CH3:20])[N:19]=2)[CH:14]=[CH:15][CH:16]=1. Procedure: To a solution of 37% aqueous formaldehyde (2.38 g) in acetic acid (38 ml) was added dropwise 50% aqueous dimethylamine (2.63 g) with ice-cooling over a period of 10 minutes and the mixture was stirred for an additional 10 minutes. The mixture was heated at 50°-55° C. for 2 hours after an addition of 8-(2-chlorobenzyloxy)-2-methylimidazo[1,2-a]pyridine (7.6 g) thereto and then evaporated in vacuo. The residue was basified with aqueous sodium hydroxide and extracted with methylene chloride. The ex... Starting materials: CCN=C=NCCCN(C)C, CN1CCOCC1, CN(C)C=O, O=C(O)c1ccc(Cl)s1, Cl, O=C(Nc1ccc(N2CCOCC2=O)cc1)C1CCCN1, O, On1nnc2ccccc21. The product is O=C(Nc1ccc(N2CCOCC2=O)cc1)C1CCCN1C(=O)c1ccc(Cl)s1. RXN SMILES: [CH3:22][N:23]([CH3:24])[CH2:25][CH2:26][CH2:27][N:28]=[C:29]=[N:30][CH2:31][CH3:32].[CH3:33][N:34]1[CH2:35][CH2:36][O:37][CH2:38][CH2:39]1.[CH3:61][N:62]([CH3:63])[CH:64]=[O:65].[Cl:12][c:13]1[cH:14][cH:15][c:16]([C:18](=[O:19])[OH:20])[s:17]1.[ClH:21].[O:40]=[C:41]1[CH2:42][O:43][CH2:44][CH2:45][N:46]1[c:47]1[cH:48][cH:49][c:50]([NH:53][C:54](=[O:55])[CH:56]2[NH:57][CH2:58][CH2:59][CH2:60]2)[cH:51][cH:52]1.[OH2:1].[OH:2][n:3]1[c:4]2[cH:5][cH:6][cH:7][cH:8][c:9]2[n:10][n:11]1>>[Cl:12][c:13]1[cH:14][cH:15][c:16]([C:18](=[O:20])[N:57]2[CH:56]([C:54]([NH:53][c:50]3[cH:49][cH:48][c:47]([N:46]4[C:41](=[O:40])[CH2:42][O:43][CH2:44][CH2:45]4)[cH:52][cH:51]3)=[O:55])[CH2:60][CH2:59][CH2:58]2)[s:17]1. The reactants are CC(=O)OC1CCC2C3CC=C4NC(=O)CCC4(C)C3CCC12C, CCO, [Na+], C1CCOC1, [OH-]. Yields the product CC12CCC(=O)NC1=CCC1C2CCC2(C)C(O)CCC12. Reaction SMILES: [C:1](=[O:2])([CH3:3])[O:4][CH:5]1[C:6]2([CH3:7])[CH:8]([CH2:9][CH2:10]1)[CH:11]1[CH2:12][CH:13]=[C:14]3[NH:15][C:16](=[O:24])[CH2:17][CH2:18][C:19]3([CH3:20])[CH:21]1[CH2:22][CH2:23]2.[CH2:32]([OH:33])[CH3:34].[Na+:26].[O:27]1[CH2:28][CH2:29][CH2:30][CH2:31]1.[OH-:25]>>[OH:4][CH:5]1[C:6]2([CH3:7])[CH:8]([CH2:9][CH2:10]1)[CH:11]1[CH2:12][CH:13]=[C:14]3[NH:15][C:16](=[O:24])[CH2:17][CH2:18][C:19]3([CH3:20])[CH:21]1[CH2:22][CH2:23]2. Starting materials: BrN1C(CCC1=O)=O (N-Bromosuccinimide), CC1=CN=C(S1)C=1NC=CC1 (5-Methyl-2-(1H-pyrrol-2-yl)-1,3-thiazole), O (Water). Solvent: O1CCCC1 (tetrahydrofuran). Run at temperature 0 celsius, time 18 hour. Yields the product BrC1=CC=C(N1)C=1SC(=CN1)C (2-(5-Bromo-1H-pyrrol-2-yl)-5-methyl-1,3-thiazole). As a reaction SMILES: [CH3:1][C:2]1[S:6][C:5]([C:7]2[NH:8][CH:9]=[CH:10][CH:11]=2)=[N:4][CH:3]=1.[Br:12]N1C(=O)CCC1=O.O>O1CCCC1>[Br:12][C:9]1[NH:8][C:7]([C:5]2[S:6][C:2]([CH3:1])=[CH:3][N:4]=2)=[CH:11][CH:10]=1. Reported procedure: 5-Methyl-2-(1H-pyrrol-2-yl)-1,3-thiazole (100 mg, 0.61 mmol) synthesized in Example (3c) was dissolved in tetrahydrofuran (7 mL), and cooled to 0° C. N-Bromosuccinimide (108 mg, 0.61 mmol) was added, and stirring was carried out at room temperature for 18 hours under nitrogen atmosphere. Water (10 mL) was added, and the solution was separated with diethyl ether (20 mL). The organic layer was washed with saturated brine, and subsequently dried over anhydrous magnesium sulfate. The solvent was dis... The reactants are O=S1CCN(c2nc(Cl)nc3c(NCc4ccc(Cl)cc4Cl)ncnc23)CC1, NCCO. Product: O=S1CCN(c2nc(NCCO)nc3c(NCc4ccc(Cl)cc4Cl)ncnc23)CC1. Reaction SMILES: [Cl:1][c:2]1[n:3][c:4]([N:22]2[CH2:23][CH2:24][S:25](=[O:28])[CH2:26][CH2:27]2)[c:5]2[c:6]([n:7]1)[c:8]([NH:12][CH2:13][c:14]1[c:15]([Cl:21])[cH:16][c:17]([Cl:20])[cH:18][cH:19]1)[n:9][cH:10][n:11]2.[OH:29][CH2:30][CH2:31][NH2:32]>>[c:2]1([NH:32][CH2:31][CH2:30][OH:29])[n:3][c:4]([N:22]2[CH2:23][CH2:24][S:25](=[O:28])[CH2:26][CH2:27]2)[c:5]2[c:6]([n:7]1)[c:8]([NH:12][CH2:13][c:14]1[c:15]([Cl:21])[cH:16][c:17]([Cl:20])[cH:18][cH:19]1)[n:9][cH:10][n:11]2. Starting materials: C1(CC1)C=1C(=CC=C2C=CC(=NC12)C)OC (8-cyclopropyl-7-methoxy-2-methylquinoline), Br (hydrobromic acid), [OH-].[NH4+] (ammonium hydroxide). The product is CC1=NC2=C3C(=CC=C2C=C1)OC(C3)C (2,8-dimethyl-8,9-dihydrofuro[2,3-h]quinoline). Yield: 78.3%. As a reaction SMILES: [CH:1]1([C:4]2[C:5]([O:15]C)=[CH:6][CH:7]=[C:8]3[C:13]=2[N:12]=[C:11]([CH3:14])[CH:10]=[CH:9]3)[CH2:3][CH2:2]1.Br.[OH-].[NH4+]>>[CH3:14][C:11]1[CH:10]=[CH:9][C:8]2[C:13](=[C:4]3[CH2:1][CH:2]([CH3:3])[O:15][C:5]3=[CH:6][CH:7]=2)[N:12]=1 |f:2.3|. Reported procedure: A solution of 8-cyclopropyl-7-methoxy-2-methylquinoline (0.53 g, 2.5 mmol) in hydrobromic acid (48%; 9.9 mL, 2.5 mmol) was heated at reflux for 3 days. After cooling, the reaction mixture was neutralized to pH 8 by addition of ammonium hydroxide and extracted with dichloromethane (3×20 mL). The combined organic extracts were washed with water, dried over magnesium sulfate, filtered and concentrated under reduced pressure. Purification by reverse phase chromatography on C18 (0-100% acetonitrile/w...